Dataset: the Open Reaction Database (ORD), a public repository of structured organic reaction records. Task: describe an organic reaction: reactants, conditions, products, and yield Starting materials: B.[Na] (sodium boron hydride), C(C)OC(=O)C=1N2C(SC1C)=CN=C2 (3-ethoxycarbonyl-2-methylimidazo[5,1-b]thiazole). The solvent is CO (methanol). Conditions: time 2 hour. Product: OCC=1N2C(SC1C)=CN=C2 (3-hydroxymethyl-2-methylimidazo[5,1-b]thiazole). Yield: 83.3%. RXN SMILES: B.[Na].C([O:5][C:6]([C:8]1[N:9]2[CH:16]=[N:15][CH:14]=[C:10]2[S:11][C:12]=1[CH3:13])=O)C>CO>[OH:5][CH2:6][C:8]1[N:9]2[CH:16]=[N:15][CH:14]=[C:10]2[S:11][C:12]=1[CH3:13] |f:0.1,^1:1|. Procedure: A 1.91 g portion of sodium boron hydride was added to 30 ml of a methanol solution containing 2.10 g of 3-ethoxycarbonyl-2-methylimidazo[5,1-b]thiazole, and the mixture was then stirred at room temperature for 2 hours. The solvent was evaporated under reduced pressure, and water was added to the residue and the solution was then extracted five times with dichloromethane. The organic layer was dried over anhydrous magnesium sulfate and then filtered, and the solvent was evaporated under reduced p... Starting materials: BrC=1C=C2CC(NC2=CC1)=O (5-bromoindolin-2-one), C(=C)(C)B1OC(C)(C)C(C)(C)O1 (isopropenylboronic acid pinacol ester), [O-]P(=O)([O-])[O-].[K+].[K+].[K+] (K3PO4), Tris(dibenzyldeneacetone)dipalladium, C1(CCCCC1)P(C1=C(C=CC=C1)C1=C(C=C(C=C1C(C)C)C(C)C)C(C)C)C1CCCCC1 (dicyclohexyl(2′,4′,6′-triisopropylbiphenyl-2-yl)phosphine). Solvent: CCCCO (n-BuOH), O (water). Run at temperature 110 celsius. Product: C(=C)(C)C=1C=C2CC(NC2=CC1)=O (5-isopropenylindolin-2-one). Yield: 46.2%. As a reaction SMILES: Br[C:2]1[CH:3]=[C:4]2[C:8](=[CH:9][CH:10]=1)[NH:7][C:6](=[O:11])[CH2:5]2.[C:12](B1OC(C)(C)C(C)(C)O1)([CH3:14])=[CH2:13].[O-]P([O-])([O-])=O.[K+].[K+].[K+].C1(P(C2CCCCC2)C2C=CC=CC=2C2C(C(C)C)=CC(C(C)C)=CC=2C(C)C)CCCCC1>CCCCO.O>[C:12]([C:2]1[CH:3]=[C:4]2[C:8](=[CH:9][CH:10]=1)[NH:7][C:6](=[O:11])[CH2:5]2)([CH3:14])=[CH2:13] |f:2.3.4.5|. Procedure: A mixture of 5-bromoindolin-2-one (106 mg, 0.500 mmol), isopropenylboronic acid pinacol ester (0.14 mL, 0.750 mmol), K3PO4 (212 mg, 1.00 mmol), water (1 mL) and n-BuOH (4 mL) was briefly sonicated in a microwave vial and then purged with argon for 15 min. Tris(dibenzyldeneacetone)dipalladium (9.2 mg, 0.010 mmol) and dicyclohexyl(2′,4′,6′-triisopropylbiphenyl-2-yl)phosphine (19 mg, 0.040 mmol) were added, the vial sealed and heated in microwave reactor at 110° C. for 1 hour. The solvent was remov... The reactants are COc1cc2c(C(=O)O)cnc(CNC(=O)OC(C)(C)C)c2cc1OC, CCOP(=O)(C#N)OCC, c1ccc2c(c1)CCNC2, C1CCOC1. Product: COc1cc2c(C(=O)N3CCc4ccccc4C3)cnc(CNC(=O)OC(C)(C)C)c2cc1OC. RXN SMILES: [C:1]([CH3:2])([CH3:3])([CH3:4])[O:5][C:6](=[O:7])[NH:8][CH2:9][c:10]1[n:11][cH:12][c:13]([C:24](=[O:25])[OH:26])[c:14]2[cH:15][c:16]([O:22][CH3:23])[c:17]([O:20][CH3:21])[cH:18][c:19]12.[C:37]([P:38](=[O:39])([O:40][CH2:41][CH3:42])[O:43][CH2:44][CH3:45])#[N:46].[CH2:27]1[NH:28][CH2:29][CH2:30][c:31]2[cH:32][cH:33][cH:34][cH:35][c:36]21.[CH2:47]1[O:48][CH2:49][CH2:50][CH2:51]1>>[C:1]([CH3:2])([CH3:3])([CH3:4])[O:5][C:6](=[O:7])[NH:8][CH2:9][c:10]1[n:11][cH:12][c:13]([C:24](=[O:25])[N:28]2[CH2:27][c:36]3[c:31]([cH:32][cH:33][cH:34][cH:35]3)[CH2:30][CH2:29]2)[c:14]2[cH:15][c:16]([O:22][CH3:23])[c:17]([O:20][CH3:21])[cH:18][c:19]12. Starting materials: O=C(O)Cc1cccc(Br)c1, COc1ccc(CCN)cc1OC, [Cl-], O=C(Cl)C(=O)Cl, ClCCl, [Na+], [OH-], c1ccccc1. The product is COc1ccc(CCNC(=O)Cc2cccc(Br)c2)cc1OC. Reaction SMILES: [Br:1][c:2]1[cH:3][c:4]([CH2:8][C:9](=[O:10])[OH:11])[cH:5][cH:6][cH:7]1.[CH3:20][O:21][c:22]1[cH:23][c:24]([CH2:25][CH2:26][NH2:27])[cH:28][cH:29][c:30]1[O:31][CH3:32].[Cl-:33].[Cl:12][C:13]([C:14]([Cl:15])=[O:16])=[O:17].[Cl:40][CH2:41][Cl:42].[Na+:19].[OH-:18].[cH:34]1[cH:35][cH:36][cH:37][cH:38][cH:39]1>>[Br:1][c:2]1[cH:3][c:4]([CH2:8][C:9](=[O:11])[NH:27][CH2:26][CH2:25][c:24]2[cH:23][c:22]([O:21][CH3:20])[c:30]([O:31][CH3:32])[cH:29][cH:28]2)[cH:5][cH:6][cH:7]1. As a reaction SMILES: [CH3:27][CH2:28][OH:29].[CH3:30][C:31](=[O:32])[OH:33].[OH:1][NH:2][C:3](=[NH:4])[c:5]1[cH:6][cH:7][c:8]([CH2:9][NH:10][C:11]([CH:12]([O:13][CH3:14])[c:15]2[c:16]([OH:23])[cH:17][c:18]([O:21][CH3:22])[cH:19][cH:20]2)=[O:24])[cH:25][cH:26]1>>[NH:2]=[C:3]([NH2:4])[c:5]1[cH:6][cH:7][c:8]([CH2:9][NH:10][C:11]([CH:12]([O:13][CH3:14])[c:15]2[c:16]([OH:23])[cH:17][c:18]([O:21][CH3:22])[cH:19][cH:20]2)=[O:24])[cH:25][cH:26]1. Yields the product COc1ccc(C(OC)C(=O)NCc2ccc(C(=N)N)cc2)c(O)c1. Starting materials: CCO, CC(=O)O, COc1ccc(C(OC)C(=O)NCc2ccc(C(=N)NO)cc2)c(O)c1. Reactants: C(C1=CC=CC=C1)N=[N+]=[N-] (benzylazide), N(=[N+]=[N-])CC1=CC=C(C=C1)F (1-(azidomethyl)-4-fluorobenzene), C(#C)C=1SC(=C(N1)C)C(=O)OCC (ethyl 2-ethynyl-4-methylthiazole-5-carboxylate). Product: FC1=CC=C(CN2N=NC(=C2)C=2SC(=C(N2)C)C(=O)OCC)C=C1 (ethyl 2-(1-(4-fluorobenzyl)-1H-1,2,3-triazol-4-yl)-4-methylthiazole-5-carboxylate). Isolated yield 62.0%. RXN SMILES: C(N=[N+]=[N-])C1C=CC=CC=1.[N:11]([CH2:14][C:15]1[CH:20]=[CH:19][C:18]([F:21])=[CH:17][CH:16]=1)=[N+:12]=[N-:13].[C:22]([C:24]1[S:25][C:26]([C:30]([O:32][CH2:33][CH3:34])=[O:31])=[C:27]([CH3:29])[N:28]=1)#[CH:23]>>[F:21][C:18]1[CH:19]=[CH:20][C:15]([CH2:14][N:11]2[CH:23]=[C:22]([C:24]3[S:25][C:26]([C:30]([O:32][CH2:33][CH3:34])=[O:31])=[C:27]([CH3:29])[N:28]=3)[N:13]=[N:12]2)=[CH:16][CH:17]=1. Reported procedure: Following the procedure as described in Example 2, making variations as necessary to replace benzylazide with 1-(azidomethyl)-4-fluorobenzene to react with ethyl 2-ethynyl-4-methylthiazole-5-carboxylate, the title compound was obtained as a white solid in 62% yield: 1H NMR (300 MHz, CDCl3) δ 7.98 (s, 1H), 7.32-7.23 (m, 2H), 7.05-6.94 (m, 2H), 5.49 (s, 2H), 4.51 (q, J=7.1 Hz, 2H), 2.62 (s, 3H), 1.29 (t, J=7.1 Hz, 3H); MS (ES+) m/z 347.3 (M+1).